Dataset: the Open Reaction Database (ORD), a public repository of structured organic reaction records. Task: describe an organic reaction: reactants, conditions, products, and yield The reactants are CC(C)(C)OC(=O)N1CCC(=O)CC1, O=C([O-])[O-], CCc1cccc(CC)c1-c1cc2cc[nH]c2cn1, CO, [Cs+], [Cs+]. Product: CCc1cccc(CC)c1-c1cc2c(C3=CCN(C(=O)OC(C)(C)C)CC3)c[nH]c2cn1. RXN SMILES: [C:20]([CH3:21])([CH3:22])([CH3:23])[O:24][C:25](=[O:26])[N:27]1[CH2:28][CH2:29][C:30](=[O:33])[CH2:31][CH2:32]1.[C:34](=[O:35])([O-:36])[O-:37].[CH2:1]([CH3:2])[c:3]1[c:4](-[c:11]2[cH:12][c:13]3[c:14]([cH:15][n:16]2)[nH:17][cH:18][cH:19]3)[c:5]([CH2:9][CH3:10])[cH:6][cH:7][cH:8]1.[CH3:40][OH:41].[Cs+:38].[Cs+:39]>>[CH2:1]([CH3:2])[c:3]1[c:4](-[c:11]2[cH:12][c:13]3[c:14]([cH:15][n:16]2)[nH:17][cH:18][c:19]3[C:30]2=[CH:29][CH2:28][N:27]([C:25]([O:24][C:20]([CH3:21])([CH3:22])[CH3:23])=[O:26])[CH2:32][CH2:31]2)[c:5]([CH2:9][CH3:10])[cH:6][cH:7][cH:8]1. Reactants: COC=CC1=CC=C(C=C1)C1=CC=C(C=C1)C#N (4'-(2-methoxyvinyl)-4-biphenylcarbonitrile), C(C)(=O)O.O (acetic acid water). The solvent is O (water). Run at temperature 100 celsius. The product is C(#N)C1=CC=C(C=C1)C1=CC=C(C=C1)CC=O ((4'-cyano-4-biphenylyl)acetaldehyde). Yield: 104.2%. As a reaction SMILES: C[O:2][CH:3]=[CH:4][C:5]1[CH:10]=[CH:9][C:8]([C:11]2[CH:16]=[CH:15][C:14]([C:17]#[N:18])=[CH:13][CH:12]=2)=[CH:7][CH:6]=1.C(O)(=O)C.O>O>[C:17]([C:14]1[CH:13]=[CH:12][C:11]([C:8]2[CH:9]=[CH:10][C:5]([CH2:4][CH:3]=[O:2])=[CH:6][CH:7]=2)=[CH:16][CH:15]=1)#[N:18] |f:1.2|. Procedure: A mixture of 4.9 g of 4'-(2-methoxyvinyl)-4-biphenylcarbonitrile and 80 ml of glacial acetic acid/water (vol. 2:1) was heated to reflux for 1.5 hours at 100° C. bath temperature. The reaction mixture was subsequently poured into 150 ml of water and extracted three times with 100 ml of methylene chloride each time. The organic phases were washed with 100 ml of water and with 100 ml of saturated sodium hydrogen carbonate solution, dried over magnesium sulphate and concentrated. There were obtained...